The task is: describe an organic reaction: reactants, conditions, products, and yield. This data is from the Open Reaction Database (ORD), a public repository of structured organic reaction records. Starting materials: FC1=C(C=C(C(=C1)Cl)C(=O)N)N1C(C2=C(C1=O)CCCC2)=O (N-(2-fluoro-4-chloro-5-aminocarbonylphenyl)-3,4,5,6-tetrahydrophthalimide). The solvent is S(=O)(Cl)Cl (thionyl chloride). Run at time 16 hour. The product is FC1=C(C=C(C(=C1)Cl)C#N)N1C(C2=C(C1=O)CCCC2)=O (N-(2-fluoro-4-chloro-5-cyanophenyl)-3,4,5,6-tetrahydrophthalimide). Yield: 59.0%. Reaction SMILES: [F:1][C:2]1[CH:7]=[C:6]([Cl:8])[C:5]([C:9]([NH2:11])=O)=[CH:4][C:3]=1[N:12]1[C:16](=[O:17])[C:15]2[CH2:18][CH2:19][CH2:20][CH2:21][C:14]=2[C:13]1=[O:22]>S(Cl)(Cl)=O>[F:1][C:2]1[CH:7]=[C:6]([Cl:8])[C:5]([C:9]#[N:11])=[CH:4][C:3]=1[N:12]1[C:16](=[O:17])[C:15]2[CH2:18][CH2:19][CH2:20][CH2:21][C:14]=2[C:13]1=[O:22]. Procedure details: To 30 ml of thionyl chloride, 1.13 g of N-(2-fluoro-4-chloro-5-aminocarbonylphenyl)-3,4,5,6-tetrahydrophthalimide was added and the mixture was heated to reflux under stirring for 16 hours. After cooling, the solvent was evaporated under reduced pressure and the residue was purified by column chromatography (silica gel, benzene/ethyl acetate=10/1 (v/v)) to obtain 0.63 g of the desired product.m.p.: 160°-162° C. The reactants are [Cl-].[NH4+] (ammonium chloride), C1(=CC=CC=C1)P(C1=C(C2=CC=CC=C2C=C1)C1=C(C=CC2=CC=CC=C12)P(C1=CC=CC=C1)C1=CC=CC=C1)C1=CC=CC=C1 (2,2′-bis(diphenylphosphino)-1,1′-binaphthyl), C(C1=CC=CC=C1)OC1=CC(=C(C=C1)Br)F (4-Benzyloxy-1-bromo-2-fluorobenzene), FC(OC1=CC=C(OC2CCNCC2)C=C1)(F)F (4-(4-trifluoromethoxyphenoxy)piperidine), CC(C)([O-])C.[Na+] (sodium tert-butoxide). The reagents and catalysts are C(C)(=O)[O-].[Pd+2].C(C)(=O)[O-] (Palladium acetate). The solvent is C1(=CC=CC=C1)C (toluene). The product is C(C1=CC=CC=C1)OC1=CC(=C(C=C1)N1CCC(CC1)OC1=CC=C(C=C1)OC(F)(F)F)F (1-(4-benzyloxy-2-fluoro-phenyl)-4-(4-trifluoromethoxyphenoxy)piperidine). The yield is 70.9%. RXN SMILES: [CH2:1]([O:8][C:9]1[CH:14]=[CH:13][C:12](Br)=[C:11]([F:16])[CH:10]=1)[C:2]1[CH:7]=[CH:6][CH:5]=[CH:4][CH:3]=1.[F:17][C:18]([F:34])([F:33])[O:19][C:20]1[CH:32]=[CH:31][C:23]([O:24][CH:25]2[CH2:30][CH2:29][NH:28][CH2:27][CH2:26]2)=[CH:22][CH:21]=1.CC(C)([O-])C.[Na+].C1(P(C2C=CC=CC=2)C2C=CC3C(=CC=CC=3)C=2C2C3C(=CC=CC=3)C=CC=2P(C2C=CC=CC=2)C2C=CC=CC=2)C=CC=CC=1.[Cl-].[NH4+]>C([O-])(=O)C.[Pd+2].C([O-])(=O)C.C1(C)C=CC=CC=1>[CH2:1]([O:8][C:9]1[CH:14]=[CH:13][C:12]([N:28]2[CH2:29][CH2:30][CH:25]([O:24][C:23]3[CH:22]=[CH:21][C:20]([O:19][C:18]([F:17])([F:33])[F:34])=[CH:32][CH:31]=3)[CH2:26][CH2:27]2)=[C:11]([F:16])[CH:10]=1)[C:2]1[CH:7]=[CH:6][CH:5]=[CH:4][CH:3]=1 |f:2.3,5.6,7.8.9|. Reported procedure: 4-Benzyloxy-1-bromo-2-fluorobenzene (3.55 g, 12.6 mmol), 4-(4-trifluoromethoxyphenoxy)piperidine (3.0 g, 11.5 mmol), sodium tert-butoxide (1.55 g, 16.1 mmol) and toluene (60 ml) were mixed. Palladium acetate (0.10 g, 0.46 mmol) and 2,2′-bis(diphenylphosphino)-1,1′-binaphthyl (0.57 g, 0.92 mmol) were added thereto. The mixture was heated and refluxed under a nitrogen atmosphere for 4 hours. A saturated ammonium chloride aqueous solution was added to the reaction mixture, followed by extraction wi... Starting materials: O=C(Cl)CCl, Cc1nc(N)sc1-c1ccnc(Nc2cccc([N+](=O)[O-])c2)n1, CN(C)C=O, c1ccncc1. The product is Cc1nc(NC(=O)CCl)sc1-c1ccnc(Nc2cccc([N+](=O)[O-])c2)n1. Reaction SMILES: [Cl:24][CH2:25][C:26](=[O:27])[Cl:28].[NH2:1][c:2]1[s:3][c:4](-[c:8]2[n:9][c:10]([NH:14][c:15]3[cH:16][c:17]([N+:21](=[O:22])[O-:23])[cH:18][cH:19][cH:20]3)[n:11][cH:12][cH:13]2)[c:5]([CH3:7])[n:6]1.[O:35]=[CH:36][N:37]([CH3:38])[CH3:39].[cH:29]1[cH:30][cH:31][n:32][cH:33][cH:34]1>>[NH:1]([c:2]1[s:3][c:4](-[c:8]2[n:9][c:10]([NH:14][c:15]3[cH:16][c:17]([N+:21](=[O:22])[O-:23])[cH:18][cH:19][cH:20]3)[n:11][cH:12][cH:13]2)[c:5]([CH3:7])[n:6]1)[C:26]([CH2:25][Cl:24])=[O:27]. Starting materials: N1=CC(=CC=C1)C(CCC)N (1-pyridin-3-ylbutan-1-amine), ClC1=NC=NC(=C1)Cl (4,6-dichloropyrimidine), C(C)(C)N(CC)C(C)C (diisopropylethylamine). Solvent: C(C)O (ethanol). Conditions: time 3 day. Product: ClC1=CC(=NC=N1)NC(CCC)C=1C=NC=CC1 (6-Chloro-N-(1-pyridin-3-ylbutyl)pyrimidin-4-amine). Reaction SMILES: [N:1]1[CH:6]=[CH:5][CH:4]=[C:3]([CH:7]([NH2:11])[CH2:8][CH2:9][CH3:10])[CH:2]=1.[Cl:12][C:13]1[CH:18]=[C:17](Cl)[N:16]=[CH:15][N:14]=1.C(N(C(C)C)CC)(C)C>C(O)C>[Cl:12][C:13]1[N:14]=[CH:15][N:16]=[C:17]([NH:11][CH:7]([C:3]2[CH:2]=[N:1][CH:6]=[CH:5][CH:4]=2)[CH2:8][CH2:9][CH3:10])[CH:18]=1. Procedure details: To a solution of 1-pyridin-3-ylbutan-1-amine (100 mg, 0.67 mmol) in ethanol (4 mL) was added 4,6-dichloropyrimidine (109 mg, 0.73 mmol) and diisopropylethylamine (232 μL, 1.33 mmol). The solution was stirred for 3 days after which time the solvent was removed under reduced pressure. The residue was dissolved in ethyl acetate (25 mL) and washed with H2O (3×15 mL), brine (15 mL) and dried (Na2SO4). The residue remaining after concentration in vacuo was chromatographed using ethyl acetate-hexanes (...